This data is from the Open Reaction Database (ORD), a public repository of structured organic reaction records. The task is: describe an organic reaction: reactants, conditions, products, and yield The reactants are COc1ccc(-c2n[nH]c(=O)c(C#N)c2-c2ccc(OC)cc2)cc1, ClCc1ccccc1. Product: COc1ccc(-c2nn(Cc3ccccc3)c(=O)c(C#N)c2-c2ccc(OC)cc2)cc1. As a reaction SMILES: [CH3:1][O:2][c:3]1[cH:4][cH:5][c:6](-[c:9]2[c:10]([C:24]#[N:25])[c:11](=[O:23])[nH:12][n:13][c:14]2-[c:15]2[cH:16][cH:17][c:18]([O:21][CH3:22])[cH:19][cH:20]2)[cH:7][cH:8]1.[Cl:26][CH2:27][c:28]1[cH:29][cH:30][cH:31][cH:32][cH:33]1>>[CH3:1][O:2][c:3]1[cH:4][cH:5][c:6](-[c:9]2[c:10]([C:24]#[N:25])[c:11](=[O:23])[n:12]([CH2:27][c:28]3[cH:29][cH:30][cH:31][cH:32][cH:33]3)[n:13][c:14]2-[c:15]2[cH:16][cH:17][c:18]([O:21][CH3:22])[cH:19][cH:20]2)[cH:7][cH:8]1. As a reaction SMILES: [C:1](=[O:2])([O-:3])[O-:4].[CH3:49][N:50]([CH3:51])[CH:52]=[O:53].[Cl:30][CH2:31][c:32]1[c:33](-[c:40]2[c:41]([Cl:47])[cH:42][cH:43][cH:44][c:45]2[Cl:46])[n:34][o:35][c:36]1[CH:37]([CH3:38])[CH3:39].[Cs+:5].[Cs+:6].[OH2:48].[OH:7][c:8]1[c:9]([CH3:29])[cH:10][c:11](-[c:14]2[cH:15][c:16]3[cH:17][cH:18][c:19]([C:24](=[O:25])[O:26][CH2:27][CH3:28])[n:20][c:21]3[cH:22][cH:23]2)[cH:12][cH:13]1>>[O:7]([c:8]1[c:9]([CH3:29])[cH:10][c:11](-[c:14]2[cH:15][c:16]3[cH:17][cH:18][c:19]([C:24](=[O:25])[O:26][CH2:27][CH3:28])[n:20][c:21]3[cH:22][cH:23]2)[cH:12][cH:13]1)[CH2:31][c:32]1[c:33](-[c:40]2[c:41]([Cl:47])[cH:42][cH:43][cH:44][c:45]2[Cl:46])[n:34][o:35][c:36]1[CH:37]([CH3:38])[CH3:39]. The product is CCOC(=O)c1ccc2cc(-c3ccc(OCc4c(-c5c(Cl)cccc5Cl)noc4C(C)C)c(C)c3)ccc2n1. The reactants are O=C([O-])[O-], CN(C)C=O, CC(C)c1onc(-c2c(Cl)cccc2Cl)c1CCl, [Cs+], [Cs+], O, CCOC(=O)c1ccc2cc(-c3ccc(O)c(C)c3)ccc2n1. The reactants are FC(C(=O)O)(F)F (Trifluoroacetic acid), C(C)(C)(C)OC(NC1CCN(CC1)CCSC=1C=NC2=CC=C(C=C2C1)OC)=O ({1-[2-(6-methoxy-quinolin-3-ylsulfanyl)-ethyl]-piperidin-4-yl}-carbamic acid tert-butyl ester). Solvent: ClCCl (dichloromethane). Run at time 15 hour. Yields the product COC=1C=C2C=C(C=NC2=CC1)SCCN1CCC(CC1)N (1-[2-(6-methoxy-quinolin-3-ylsulfanyl)-ethyl]-piperidin-4-ylamine). The yield is 106.4%. RXN SMILES: FC(F)(F)C(O)=O.C(OC(=O)[NH:14][CH:15]1[CH2:20][CH2:19][N:18]([CH2:21][CH2:22][S:23][C:24]2[CH:25]=[N:26][C:27]3[C:32]([CH:33]=2)=[CH:31][C:30]([O:34][CH3:35])=[CH:29][CH:28]=3)[CH2:17][CH2:16]1)(C)(C)C>ClCCl>[CH3:35][O:34][C:30]1[CH:31]=[C:32]2[C:27](=[CH:28][CH:29]=1)[N:26]=[CH:25][C:24]([S:23][CH2:22][CH2:21][N:18]1[CH2:19][CH2:20][CH:15]([NH2:14])[CH2:16][CH2:17]1)=[CH:33]2. Reported procedure: Trifluoroacetic acid (1.88 mL, 24.2 mmol, 15.0 eq) is added at 0° C. to a stirred solution of {1-[2-(6-methoxy-quinolin-3-ylsulfanyl)-ethyl]-piperidin-4-yl}-carbamic acid tert-butyl ester (724 mg, 1.61 mmol, 1.0 eq) in dichloromethane (75 mL). After 15 hours stirring at room temperature, the reaction mixture is extracted with dichloromethane (3×50 mL) and water (50 mL) and the pH value adjusted to 12 by the addition of a 1N sodium hydroxide aqueous solution. The combined organic layers are dried... The reactants are [N+](=O)([O-])C=1C=C2C=CC(=NC2=CC1)N1CCCCC1 (6-nitro-2-piperidin-1-ylquinoline). The reagents and catalysts are [OH-].[OH-].[Pd+2] (palladium hydroxide on carbon). Run in CO (methanol). Product: N1(CCCCC1)C1=NC2=CC=C(C=C2C=C1)N (2-piperidin-1-ylquinolin-6-amine). RXN SMILES: [N+:1]([C:4]1[CH:5]=[C:6]2[C:11](=[CH:12][CH:13]=1)[N:10]=[C:9]([N:14]1[CH2:19][CH2:18][CH2:17][CH2:16][CH2:15]1)[CH:8]=[CH:7]2)([O-])=O>CO.[OH-].[OH-].[Pd+2]>[N:14]1([C:9]2[CH:8]=[CH:7][C:6]3[C:11](=[CH:12][CH:13]=[C:4]([NH2:1])[CH:5]=3)[N:10]=2)[CH2:15][CH2:16][CH2:17][CH2:18][CH2:19]1 |f:2.3.4|. Procedure: The product (204 mg, 0.8 mmol) of Step C and palladium hydroxide on carbon (100 mg) was suspended in methanol. The resulting mixture was degassed then stirred under hydrogen atmosphere (balloon) until all the yellow solids had dissolved. The reaction mixture was filtered through filter aid and the solvent removed under vacuum to afford the product as a brown solid, MS: m/z 228 (MH+), which was used without further purification